Dataset: the Open Reaction Database (ORD), a public repository of structured organic reaction records. Task: describe an organic reaction: reactants, conditions, products, and yield Starting materials: [BH3-]C#N, C=O, CO, COc1ccc2c(c1)CC(C(=O)N1CC34CNCC3(COC4)C1)Cn1c-2c(C2CCCCC2)c2ccc(C(=O)NS(=O)(=O)C3CC3)cc21, [Na+]. The product is COc1ccc2c(c1)CC(C(=O)N1CC34COCC3(CN(C)C4)C1)Cn1c-2c(C2CCCCC2)c2ccc(C(=O)NS(=O)(=O)C3CC3)cc21. Reaction SMILES: [C:1]([BH3-:2])#[N:3].[CH2:53]=[O:54].[CH3:55][OH:56].[CH:5]1([c:11]2[c:12]3[cH:13][cH:14][c:15]([C:44](=[O:45])[NH:46][S:47](=[O:48])(=[O:49])[CH:50]4[CH2:51][CH2:52]4)[cH:16][c:17]3[n:18]3[c:19]2-[c:20]2[c:21]([cH:38][c:39]([O:42][CH3:43])[cH:40][cH:41]2)[CH2:22][CH:23]([C:25](=[O:26])[N:27]2[CH2:28][C:29]45[CH2:30][O:31][CH2:32][C:33]4([CH2:34]2)[CH2:35][NH:36][CH2:37]5)[CH2:24]3)[CH2:6][CH2:7][CH2:8][CH2:9][CH2:10]1.[Na+:4]>>[CH3:1][N:36]1[CH2:35][C:33]23[C:29]([CH2:28][N:27]([C:25]([CH:23]4[CH2:22][c:21]5[c:20]([cH:41][cH:40][c:39]([O:42][CH3:43])[cH:38]5)-[c:19]5[c:11]([CH:5]6[CH2:6][CH2:7][CH2:8][CH2:9][CH2:10]6)[c:12]6[cH:13][cH:14][c:15]([C:44](=[O:45])[NH:46][S:47](=[O:48])(=[O:49])[CH:50]7[CH2:51][CH2:52]7)[cH:16][c:17]6[n:18]5[CH2:24]4)=[O:26])[CH2:34]2)([CH2:30][O:31][CH2:32]3)[CH2:37]1. Reactants: t-butyl ester, N1(CCOCC1)C(=O)C1=NC=C(C(=O)OC(C)(C)C)C=C1 (6-(morpholine-4-carbonyl)nicotinic acid, t-butyl ester), Cl (HCl). The solvent is [N+](=O)([O-])C (nitromethane). Yields the product N1(CCOCC1)C(=O)C1=NC=C(C(=O)O)C=C1 (6-(morpholine-4-carbonyl)nicotinic acid). As a reaction SMILES: [N:1]1([C:7]([C:9]2[CH:21]=[CH:20][C:12]([C:13]([O:15]C(C)(C)C)=[O:14])=[CH:11][N:10]=2)=[O:8])[CH2:6][CH2:5][O:4][CH2:3][CH2:2]1.Cl>[N+](C)([O-])=O>[N:1]1([C:7]([C:9]2[CH:21]=[CH:20][C:12]([C:13]([OH:15])=[O:14])=[CH:11][N:10]=2)=[O:8])[CH2:6][CH2:5][O:4][CH2:3][CH2:2]1. Reported procedure: In step c, the t-butyl ester functionality of 16 is hydrolyzed, with for example, HCl in nitromethane, to give the corresponding 6-(morpholine-4-carbonyl)nicotinic acid 17. Starting materials: ClCC(=O)C=1C=C2CC(NC2=CC1)=O (5-chloroacetyl-3H-indol-2-one), C([O-])([O-])=O.[Na+].[Na+] (sodium carbonate), Cl.Cl.N1=C(C=CC=C1)OC1CCNCC1 (4-(2-pyridinyloxy)piperidine dihydrochloride), [BH4-].[K+] (potassium borohydride). Run in C(C)O (ethanol), O (water), O (water). Yields the product OC(CN1CCC(CC1)OC1=NC=CC=C1)C=1C=C2CC(NC2=CC1)=O ((±)5-{1-Hydroxy-2-[4-(2-pyridinyloxy)-1-piperidyl]ethyl}-3H-indol-2-one). As a reaction SMILES: Cl[CH2:2][C:3]([C:5]1[CH:6]=[C:7]2[C:11](=[CH:12][CH:13]=1)[NH:10][C:9](=[O:14])[CH2:8]2)=[O:4].C(=O)([O-])[O-].[Na+].[Na+].Cl.Cl.[N:23]1[CH:28]=[CH:27][CH:26]=[CH:25][C:24]=1[O:29][CH:30]1[CH2:35][CH2:34][NH:33][CH2:32][CH2:31]1.[BH4-].[K+]>O.C(O)C>[OH:4][CH:3]([C:5]1[CH:6]=[C:7]2[C:11](=[CH:12][CH:13]=1)[NH:10][C:9](=[O:14])[CH2:8]2)[CH2:2][N:33]1[CH2:34][CH2:35][CH:30]([O:29][C:24]2[CH:25]=[CH:26][CH:27]=[CH:28][N:23]=2)[CH2:31][CH2:32]1 |f:1.2.3,4.5.6,7.8|. Reported procedure: A mixture of 4.19 g (20 mmoles) 5-chloroacetyl-3H-indol-2-one, 150 ml ethanol, 6 g sodium carbonate and 5 g 4-(2-pyridinyloxy)piperidine dihydrochloride is heated under reflux for 2 h 30 min. The mixture is cooled in an ice bath, 10 ml water and then 8 g potassium borohydride are added and stirring is continued at ambient temperature of1 h. 300 ml water are added, the mixture is extracted with ethyl acetate and the extract is evaporated and purified by chromatography on a silica column, eluting ... Reaction conditions: time 15 minute. Procedure: Sodium hydride 4.59 g (7.64 g as 60% mineral oil dispersion) was suspended in DMF (64 ml) under a nitrogen atmosphere. To this was added 4-fluoro-2-nitrophenol in 64 ml DMF over 30 minutes at room temperature. Stirring continued for 15 minutes. Methyl iode was then added over 15 minutes. The mixture was further stirred for 3 hours. The precipitates which formed were filtered off and the filtrate was evaporated to dryness. The residue was dissolved in benzene and the filtrate washed with water, a... The reactants are [H-].[Na+] (Sodium hydride), FC1=CC(=C(C=C1)O)[N+](=O)[O-] (4-fluoro-2-nitrophenol), CN(C)C=O (DMF), CN(C)C=O (DMF). As a reaction SMILES: [H-].[Na+].[F:3][C:4]1[CH:9]=[CH:8][C:7]([OH:10])=[C:6]([N+:11]([O-:13])=[O:12])[CH:5]=1.[CH3:14]N(C=O)C>>[F:3][C:4]1[CH:9]=[CH:8][C:7]([O:10][CH3:14])=[C:6]([N+:11]([O-:13])=[O:12])[CH:5]=1 |f:0.1|. Yields the product FC1=CC(=C(C=C1)OC)[N+](=O)[O-] (4-Fluoro-2-nitroanisole). Reactants: Cl (hydrochloride), ClC=1C=C2C(C(=CN(C2=CC1Cl)C)C(=O)O)=O (6,7-dichloro-1-methyl-4-oxo-1,4-dihydro-quinoline-3-carboxylic acid), N1CCNCC1 (piperazine), dihalogeno-acid. Run in N1=CC=CC=C1 (pyridine). Reaction conditions: time 5 hour. Yields the product ClC=1C=C2C(C(=CN(C2=CC1N1CCNCC1)C)C(=O)O)=O (6-chloro-1-methyl-4-oxo-7-piperazinyl-1,4-dihydro-quinoline-3-carboxylic acid). Yield: 45.6%. As a reaction SMILES: [Cl:1][C:2]1[CH:3]=[C:4]2[C:9](=[CH:10][C:11]=1Cl)[N:8]([CH3:13])[CH:7]=[C:6]([C:14]([OH:16])=[O:15])[C:5]2=[O:17].[NH:18]1[CH2:23][CH2:22][NH:21][CH2:20][CH2:19]1.Cl>N1C=CC=CC=1>[Cl:1][C:2]1[CH:3]=[C:4]2[C:9](=[CH:10][C:11]=1[N:18]1[CH2:23][CH2:22][NH:21][CH2:20][CH2:19]1)[N:8]([CH3:13])[CH:7]=[C:6]([C:14]([OH:16])=[O:15])[C:5]2=[O:17]. Procedure: 2.45 g of 6,7-dichloro-1-methyl-4-oxo-1,4-dihydro-quinoline-3-carboxylic acid, 3.1 g of piperazine and 30 cm3 of pyridine were heated under reflux for 8 hours. The dihalogeno-acid went rapidly into solution; after 5 hours, a precipitate appeared which consisted principally of the hydrochloride of the reaction product. The solvent was evaporated off, the residue was taken up in 100 cm3 of water, and 20 cm3 of N sodium hyxroxide solution were then added to the mixture. The solution, which was slig... The reactants are ClC(C)Cl (dichloroethane), CN1CC=2C(=CC=C3C(C(NC23)=O)=O)C(C1)C1=CC=CC=C1 (8-methyl-6-phenyl-6,7,8,9-tetrahydro-1H-pyrido[4,3-g]indole-2,3-dione), C(CO)O (ethylene glycol), O.C1(=CC=C(C=C1)S(=O)(=O)O)C (toluene-4-sulphonic acid monohydrate), KHCO3. Solvent: O (water). The product is O=C1NC2=C3C(=CC4=C2C1OCCO4)C(CN(C3)C)C3=CC=CC=C3 (2-Oxo-3-ethylenedioxy-6-phenyl-8-methyl-2,3,6,7,8,9-hexahydro-1H-pyrido[4,3-g]indole). RXN SMILES: ClC(Cl)C.[CH3:5][N:6]1[CH2:20][CH:19]([C:21]2[CH:26]=[CH:25][CH:24]=[CH:23][CH:22]=2)[C:9]2=[CH:10][CH:11]=[C:12]3[C:16]([NH:15][C:14](=[O:17])[C:13]3=[O:18])=[C:8]2[CH2:7]1.[CH2:27](O)[CH2:28][OH:29].O.C1(C)C=CC(S(O)(=O)=O)=CC=1>O>[O:17]=[C:14]1[CH:13]2[O:18][CH2:27][CH2:28][O:29][C:11]3=[C:12]2[C:16](=[C:8]2[CH2:7][N:6]([CH3:5])[CH2:20][CH:19]([C:21]4[CH:22]=[CH:23][CH:24]=[CH:25][CH:26]=4)[C:9]2=[CH:10]3)[NH:15]1 |f:3.4|. Procedure details: 100 ml of dichloroethane are added to 20.6 g (0.0624 mol) of 8-methyl-6-phenyl-6,7,8,9-tetrahydro-1H-pyrido[4,3-g]indole-2,3-dione, 21 ml (0.374 mol) of ethylene glycol and 0.336 g (0.00176 mol) of toluene-4-sulphonic acid monohydrate, with stirring, and the mixture is heated under reflux for 3.5 hours, using a water separator. Ice is added to the reaction mixture and the mixture is brought to pH 6.8 with aqueous KHCO3 solution. The mixture is extracted with CH2Cl2, the CH2Cl2 phase is washed wi...